Dataset: the Open Reaction Database (ORD), a public repository of structured organic reaction records. Task: describe an organic reaction: reactants, conditions, products, and yield Reactants: C(C)(C)(C)OC(COCCOCCOCCOCCOCCOC1=CC(=CC(=C1)OCCOCCOCCOCCOCCOCC1=CC=CC=C1)OCCOCCOCCOCCOCCOCC1=CC=CC=C1)=O ([2-(2-{2-[2-(2-{3,5-bis-[2-(2-{2-[2-(2-benzyloxy-ethoxy)-ethoxy]-ethoxy}-ethoxy)-ethoxy]-phenoxy}-ethoxy)-ethoxy]-ethoxy}-ethoxy)-ethoxy]-acetic acid tert-butyl ester), C(C)(=O)OCC (ethyl acetate), [H][H] (hydrogen). Reagents/catalysts: [OH-].[Pd+2].[OH-] (palladium hydroxide). Run in CO (methanol), CO (methanol). Reaction conditions: time 6 hour. Yields the product crude product, C(C)(C)(C)OC(COCCOCCOCCOCCOCCOC1=CC(=CC(=C1)OCCOCCOCCOCCOCCO)OCCOCCOCCOCCOCCO)=O ([2-(2-{2-[2-(2-{3,5-bis-[2-(2-{2-[2-(2-hydroxy-ethoxy)-ethoxy]-ethoxy}-ethoxy)-ethoxy]-phenoxy}-ethoxy)-ethoxy]-ethoxy}-ethoxy)-ethoxy]-acetic acid tert-butyl ester). As a reaction SMILES: [C:1]([O:5][C:6](=[O:76])[CH2:7][O:8][CH2:9][CH2:10][O:11][CH2:12][CH2:13][O:14][CH2:15][CH2:16][O:17][CH2:18][CH2:19][O:20][CH2:21][CH2:22][O:23][C:24]1[CH:29]=[C:28]([O:30][CH2:31][CH2:32][O:33][CH2:34][CH2:35][O:36][CH2:37][CH2:38][O:39][CH2:40][CH2:41][O:42][CH2:43][CH2:44][O:45]CC2C=CC=CC=2)[CH:27]=[C:26]([O:53][CH2:54][CH2:55][O:56][CH2:57][CH2:58][O:59][CH2:60][CH2:61][O:62][CH2:63][CH2:64][O:65][CH2:66][CH2:67][O:68]CC2C=CC=CC=2)[CH:25]=1)([CH3:4])([CH3:3])[CH3:2].[H][H].C(OCC)(=O)C>CO.[OH-].[Pd+2].[OH-]>[C:1]([O:5][C:6](=[O:76])[CH2:7][O:8][CH2:9][CH2:10][O:11][CH2:12][CH2:13][O:14][CH2:15][CH2:16][O:17][CH2:18][CH2:19][O:20][CH2:21][CH2:22][O:23][C:24]1[CH:25]=[C:26]([O:53][CH2:54][CH2:55][O:56][CH2:57][CH2:58][O:59][CH2:60][CH2:61][O:62][CH2:63][CH2:64][O:65][CH2:66][CH2:67][OH:68])[CH:27]=[C:28]([O:30][CH2:31][CH2:32][O:33][CH2:34][CH2:35][O:36][CH2:37][CH2:38][O:39][CH2:40][CH2:41][O:42][CH2:43][CH2:44][OH:45])[CH:29]=1)([CH3:2])([CH3:4])[CH3:3] |f:4.5.6|. Procedure details: In a nitrogen atmosphere, to a suspension of palladium hydroxide (20% by weight; 90 mg) in methanol (2.7 ml), a solution of Compound 48 (500 mg, 0.462 mmol) in methanol (3.6 ml) was added; after the nitrogen atmosphere was replaced with a hydrogen atmosphere, stirring was conducted at room temperature for about 6 hours. After a nitrogen atmosphere was restored, ethyl acetate (about 20 ml) was added, and the mixture was filtered on silica gel and washed with an ethyl acetate solution containing 1...